From a dataset of the Open Reaction Database (ORD), a public repository of structured organic reaction records. describe an organic reaction: reactants, conditions, products, and yield The reactants are C1COC(C2=CC(=C(C=C2)O)N(C)C)O1 (3-dimethylamino-4-hydroxybenzaldehyde ethylene acetal), Cl (hydrochloric acid), C(O)([O-])=O.[Na+] (sodium hydrogencarbonate). The solvent is O1CCCC1 (tetrahydrofuran). Conditions: temperature 80 celsius, time 2 hour. Product: CN(C=1C=C(C=O)C=CC1O)C (3-dimethylamino-4-hydroxybenzaldehyde). RXN SMILES: C1O[CH:4]([C:5]2[CH:10]=[CH:9][C:8]([OH:11])=[C:7]([N:12]([CH3:14])[CH3:13])[CH:6]=2)[O:3]C1.Cl.C(=O)([O-])O.[Na+]>O1CCCC1>[CH3:13][N:12]([CH3:14])[C:7]1[CH:6]=[C:5]([CH:10]=[CH:9][C:8]=1[OH:11])[CH:4]=[O:3] |f:2.3|. Procedure: A solution of the compound (2) (1.20 g, 5.74 mmol) obtained above in tetrahydrofuran (25 ml) and 1N hydrochloric acid (15 ml) was stirred at 80° C. for 2 hours. After being cooled, the mixture was slowly poured into a saturated aqueous solution of sodium hydrogencarbonate and extracted with ethyl acetate. The extract was washed with saturated brine and dried over anhydrous magnesium sulfate. The solution was concentrated and used for the next reaction without purification.